Task: describe an organic reaction: reactants, conditions, products, and yield. Dataset: the Open Reaction Database (ORD), a public repository of structured organic reaction records Reactants: CC1=C(C(=CC(=C1)C(C(F)(F)F)(C(F)(F)F)O)C)NCC(=O)OCC (ethyl N-[2,6-dimethyl-4-(hexafluoro-2-hydroxy-2-propyl)phenyl]glycinate). Run in [OH-].[Na+] (NaOH). Run at time 1 hour. Product: C(=O)(O)CNC1=C(C=C(C=C1C)C(C(F)(F)F)(C(F)(F)F)O)C (N-CARBOXYMETHYL-2,6-DIMETHYL-4-(HEXAFLUORO-2-HYDROXY-2-PROPYL)ANILINE). As a reaction SMILES: [CH3:1][C:2]1[CH:7]=[C:6]([C:8]([OH:17])([C:13]([F:16])([F:15])[F:14])[C:9]([F:12])([F:11])[F:10])[CH:5]=[C:4]([CH3:18])[C:3]=1[NH:19][CH2:20][C:21]([O:23]CC)=[O:22]>[OH-].[Na+]>[C:21]([CH2:20][NH:19][C:3]1[C:2]([CH3:1])=[CH:7][C:6]([C:8]([OH:17])([C:13]([F:15])([F:14])[F:16])[C:9]([F:10])([F:11])[F:12])=[CH:5][C:4]=1[CH3:18])([OH:23])=[O:22] |f:1.2|. Procedure: Dissolve ethyl N-[2,6-dimethyl-4-(hexafluoro-2-hydroxy-2-propyl)phenyl]glycinate (3.1 g, 8.3 mmol) in 25 ml 1.0 N NaOH. After 1 hour, add 25 ml 1.0 N NCl and extract with ethyl acetate. Dry and concentrate. Recrstyallize from chloroform-benzene to give the title compound as beige solid, m.p. 153°-155° C. dec.